This data is from the Open Reaction Database (ORD), a public repository of structured organic reaction records. The task is: describe an organic reaction: reactants, conditions, products, and yield Starting materials: Br (hydrogen bromide), OCCCCCCCCCCCCCCCC(=O)O (16-hydroxyhexadecanoic acid), ice water, C (Darco), S(O)(O)(=O)=O (sulfuric acid). Solvent: C(C)(=O)O (acetic acid), C(Cl)Cl (methylene chloride). The product is BrCCCCCCCCCCCCCCCC(=O)O (16-bromohexadecanoic acid). RXN SMILES: O[CH2:2][CH2:3][CH2:4][CH2:5][CH2:6][CH2:7][CH2:8][CH2:9][CH2:10][CH2:11][CH2:12][CH2:13][CH2:14][CH2:15][CH2:16][C:17]([OH:19])=[O:18].[BrH:20].S(=O)(=O)(O)O.C>C(O)(=O)C.C(Cl)Cl>[Br:20][CH2:2][CH2:3][CH2:4][CH2:5][CH2:6][CH2:7][CH2:8][CH2:9][CH2:10][CH2:11][CH2:12][CH2:13][CH2:14][CH2:15][CH2:16][C:17]([OH:19])=[O:18]. Procedure: A mixture of 18 g. of 16-hydroxyhexadecanoic acid and 160 g. of 30-34% hydrogen bromide in acetic acid is treated with 32 ml. of concentrated sulfuric acid and stirred at ambient temperature for 18 hours. The solution is stirred under reflux for 7 hours and then poured into 500 ml. of ice-water and filtered.A methylene chloride solution of the product is Darco clarified, dried over magnesium sulfate, and evaporated. Crystallization of the residue from ether-petroleum ether and then acetonitrile ... Reactants: [OH-].[K+] (potassium hydroxide), [OH-].[K+] (potassium hydroxide), CC1(C=2C=C(C(=CC2C(CC1)(C)C)N)N)C (5,6,7,8-tetrahydro-5,5,8,8-tetramethyl-2,3-naphthalenediamine), C(=S)=S (carbon disulfide). The solvent is O (water), O (water), alcohol. Product: CC1(C2=CC3=C(NC(=N3)S)C=C2C(CC1)(C)C)C (5,6,7,8-tetrahydro-5,5,8,8-tetramethyl-1H-naphth(2,3-d)imidazole-2-thiol). Yield: 87.3%. Reaction SMILES: [CH3:1][C:2]1([CH3:16])[CH2:11][CH2:10][C:9]([CH3:13])([CH3:12])[C:8]2[CH:7]=[C:6]([NH2:14])[C:5]([NH2:15])=[CH:4][C:3]1=2.[OH-].[K+].[C:19](=S)=[S:20]>O>[CH3:13][C:9]1([CH3:12])[CH2:10][CH2:11][C:2]([CH3:16])([CH3:1])[C:3]2[C:8]1=[CH:7][C:6]1[N:14]=[C:19]([SH:20])[NH:15][C:5]=1[CH:4]=2 |f:1.2|. Procedure details: 21.8 g of 5,6,7,8-tetrahydro-5,5,8,8-tetramethyl-2,3-naphthalenediamine were suspended in 120 ml of alcohol in a 250 ml sulfonation flask equipped with stirrer, thermometer, dropping funnel and reflux condenser. There were added dropwise thereto firstly a solution of 6.3 g of potassium hydroxide in 20 ml of water and, after stirring at room temperature for 1 hour, 8.9 g (d=1.2705) of carbon disulfide. After an additional hour, the solution was stirred and then boiled at reflux overnight. After a... Reactants: C(C)(C)(C)OC(=O)N1CC(C(CC1)NC(C1=CC(=C(C=C1)NC=1N=CC2=C(N(CC(C(N2C)=O)(F)F)C2CCCC2)N1)OC)=O)OC (rac-(3S,4R)-4-[4-(9-cyclopentyl-7,7-difluoro-5-methyl-6-oxo-6,7,8,9-tetrahydro-5H-pyrimido[4,5-b][1,4]diazepin-2-ylamino)-3-methoxy-benzoylamino]-3-methoxy-piperidine-1-carboxylic acid tert-butyl ester), FC(C(=O)O)(F)F.ClCCl (trifluoroacetic acid dichloromethane). Solvent: ClCCl (dichloromethane). Run at time 1.5 hour. Product: C1(CCCC1)N1C2=C(N(C(C(C1)(F)F)=O)C)C=NC(=N2)NC2=C(C=C(C(=O)NC1C(CNCC1)OC)C=C2)OC (rac-(3S,4R)-4-(9-cyclopentyl-7,7-difluoro-5-methyl-6-oxo-6,7,8,9-tetrahydro-5H-pyrimido[4,5-b][1,4]diazepin-2-ylamino)-3-methoxy-N-(3-methoxy-piperidin-4-yl)-benzamide). The yield is 37.2%. Reaction SMILES: C(OC([N:8]1[CH2:13][CH2:12][CH:11]([NH:14][C:15](=[O:45])[C:16]2[CH:21]=[CH:20][C:19]([NH:22][C:23]3[N:24]=[CH:25][C:26]4[N:32]([CH3:33])[C:31](=[O:34])[C:30]([F:36])([F:35])[CH2:29][N:28]([CH:37]5[CH2:41][CH2:40][CH2:39][CH2:38]5)[C:27]=4[N:42]=3)=[C:18]([O:43][CH3:44])[CH:17]=2)[CH:10]([O:46][CH3:47])[CH2:9]1)=O)(C)(C)C.FC(F)(F)C(O)=O.ClCCl>ClCCl>[CH:37]1([N:28]2[CH2:29][C:30]([F:35])([F:36])[C:31](=[O:34])[N:32]([CH3:33])[C:26]3[CH:25]=[N:24][C:23]([NH:22][C:19]4[CH:20]=[CH:21][C:16]([C:15]([NH:14][CH:11]5[CH2:12][CH2:13][NH:8][CH2:9][CH:10]5[O:46][CH3:47])=[O:45])=[CH:17][C:18]=4[O:43][CH3:44])=[N:42][C:27]2=3)[CH2:41][CH2:40][CH2:39][CH2:38]1 |f:1.2|. Procedure details: To a mixture of 0.050 g (0.075 mmole) of rac-(3S,4R)-4-[4-(9-cyclopentyl-7,7-difluoro-5-methyl-6-oxo-6,7,8,9-tetrahydro-5H-pyrimido[4,5-b][1,4]diazepin-2-ylamino)-3-methoxy-benzoylamino]-3-methoxy-piperidine-1-carboxylic acid tert-butyl ester (I-56) and 1 mL of dichloromethane was added 1 mL of trifluoroacetic acid-dichloromethane (25:75). The mixture was stirred for 1.5 hours, and then concentrated under reduced pressure. The residue was dissolved in methanol, and the mixture neutralized by the...